From a dataset of the Open Reaction Database (ORD), a public repository of structured organic reaction records. describe an organic reaction: reactants, conditions, products, and yield Starting materials: BrC1=CC2=C(N(C(C3=CN=CC=C23)=O)C)C=C1OC[C@H](CC(C)C)NC(OC(C)(C)C)=O ((S)-tert-butyl (1-((9-bromo-6-methyl-5-oxo-5,6-dihydrobenzo[c][2,7]naphthyridin-8-yl)oxy)-4-methylpentan-2-yl)carbamate), CCCC[N+](CCCC)(CCCC)CCCC.[OH-] (tetra-N-butylammonium hydroxide), O (water), CC1=NC2=C(C=CC=C2C=C1)O (2-methyl 8-quinolinol). Reagents/catalysts: [Cu]I (copper(I) iodide). Run in CS(=O)C (DMSO). Conditions: temperature 120 celsius, time 14 hour. Product: N[C@H](COC=1C(=CC2=C(N(C(C3=CN=CC=C23)=O)C)C1)O)CC(C)C ((S)-8-((2-amino-4-methylpentyl)oxy)-9-hydroxy-6-methylbenzo[c][2,7]naphthyridin-5(6H)-one). Isolated yield 55.0%. As a reaction SMILES: Br[C:2]1[C:17]([O:18][CH2:19][C@@H:20]([NH:25]C(=O)OC(C)(C)C)[CH2:21][CH:22]([CH3:24])[CH3:23])=[CH:16][C:5]2[N:6]([CH3:15])[C:7](=[O:14])[C:8]3[C:13]([C:4]=2[CH:3]=1)=[CH:12][CH:11]=[N:10][CH:9]=3.CCCC[N+](CCCC)(CCCC)CCCC.[OH-].O.CC1C=CC2C(=C([OH:63])C=CC=2)N=1>CS(C)=O.[Cu]I>[NH2:25][C@@H:20]([CH2:21][CH:22]([CH3:23])[CH3:24])[CH2:19][O:18][C:17]1[C:2]([OH:63])=[CH:3][C:4]2[C:13]3[C:8](=[CH:9][N:10]=[CH:11][CH:12]=3)[C:7](=[O:14])[N:6]([CH3:15])[C:5]=2[CH:16]=1 |f:1.2|. Procedure details: A mixture of (S)-tert-butyl (1-((9-bromo-6-methyl-5-oxo-5,6-dihydrobenzo[c][2,7]naphthyridin-8-yl)oxy)-4-methylpentan-2-yl)carbamate (0.05 g, 0.099 mmol) (as prepared in Ex. 3, Part A), tetra-N-butylammonium hydroxide. 30H2O (0.463 g, 1.784 mmol) and water (1.5 mL) was added over 0.1 h to a stirred solution of copper(I) iodide (1.89 mg, 9.91 μmol) and 2-methyl 8-quinolinol (3.16 mg, 0.020 mmol) in DMSO (1 mL). The reaction mixture was heated to 120° C. and stirred for 14 h. The resulting mixture... The reactants are C(C1=CC=CC=C1)[Mg]Br (BnMgBr), C1CCOC1 (THF), C(C1=CC=CC=C1)=O (benzaldehyde). Run in [O-]S(=O)(=O)[O-].[Na+].[Na+] (Na2SO4). Conditions: temperature -10 celsius. Yields the product C1(=CC=CC=C1)C(CC1=CC=CC=C1)O (1,2-Diphenylethanol). RXN SMILES: [CH2:1]([Mg]Br)[C:2]1[CH:7]=[CH:6][CH:5]=[CH:4][CH:3]=1.C1COCC1.[CH:15](=[O:22])[C:16]1[CH:21]=[CH:20][CH:19]=[CH:18][CH:17]=1>[O-]S([O-])(=O)=O.[Na+].[Na+]>[C:16]1([CH:15]([OH:22])[CH2:1][C:2]2[CH:7]=[CH:6][CH:5]=[CH:4][CH:3]=2)[CH:21]=[CH:20][CH:19]=[CH:18][CH:17]=1 |f:3.4.5|. Procedure: To 100 mL (0.10 mol) of 1.0 M BnMgBr in THF 9.50 g (90 mmol) of benzaldehyde (2) was added with vigorous stirring at −10° C. This mixture was slowly warmed to room temperature and then stirred for 2 hr at this temperature. The mixture was added to 300 mL of saturated aqueous Na2SO4. The organic layer was separated and washed with saturated aqueous NH4Cl. The aqueous layer was extracted with 2×100 mL of diethyl ether. The combined organic extracts were evaporated to dryness, and the residue was d... Starting materials: potassium tert.-butylate, C(CCC)(=O)Cl (butyryl chloride), CN(C)CC1C(CCC(C1)O)(O)C1=CC2=CC=C(C=C2C=C1)OC (2-dimethylaminomethyl-1-(6-methoxynaphthalen-2-yl)cyclohexane-1,4-diol), potassium tert.-butylate, C(CCC)(=O)Cl (butyryl chloride), O (water). Run in C1CCOC1 (THF). Run at time 20 minute. Yields the product Cl.CN(C)CC1CC(CCC1(C1=CC2=CC=C(C=C2C=C1)OC)O)OC(CCC)=O (Butyric Acid 3-dimethylaminomethyl-4-hydroxy-4-(6-methoxynaphthalen-2-yl)cyclohexyl Ester Hydrochloride). RXN SMILES: [CH3:1][N:2]([CH2:4][CH:5]1[CH2:10][CH:9]([OH:11])[CH2:8][CH2:7][C:6]1([C:13]1[CH:22]=[CH:21][C:20]2[C:15](=[CH:16][CH:17]=[C:18]([O:23][CH3:24])[CH:19]=2)[CH:14]=1)[OH:12])[CH3:3].[C:25]([Cl:30])(=[O:29])[CH2:26][CH2:27][CH3:28].O>C1COCC1>[ClH:30].[CH3:3][N:2]([CH2:4][CH:5]1[C:6]([OH:12])([C:13]2[CH:22]=[CH:21][C:20]3[C:15](=[CH:16][CH:17]=[C:18]([O:23][CH3:24])[CH:19]=3)[CH:14]=2)[CH2:7][CH2:8][CH:9]([O:11][C:25](=[O:29])[CH2:26][CH2:27][CH3:28])[CH2:10]1)[CH3:1] |f:4.5|. Procedure details: 70.0 g 2-dimethylaminomethyl-1-(6-methoxynaphthalen-2-yl)cyclohexane-1,4-diol were suspended in 560 ml THF p.a., 44.0 g potassium-tert.-butylate added in portions, the mixture stirred for 20 minutes, 21.0 ml butyryl chloride added dropwise, the mixture stirred for a further 20 minutes and a further 21.0 g potassium-tert.-butylate and 20.0 ml butyryl chloride respectively added again twice in accordance with the above model. For working up, 290 ml water were added with ice bath cooling, the phase... The solvent is O (H2O). Product: C(CC)C=1C=NC(=NC1)N1CCC(CC1)OC1=CC(NC=C1)=O (4-(1-(5-propylpyrimidin-2-yl)piperidin-4-yloxy)pyridine-2(1H)-one). Procedure: A stirring suspension of 4-hydroxypyridin-2(1H)-one (5.23 g, 47.1 mmol, Aldrich), 1-(5-propylpyrimidin-2-yl)piperidin-4-ylmethanesulfonate (11.7 g, 39.2 mmol), potassium carbonate (12.5 g, 90.0 mmol, EMD) and DMSO (48 mL) was heated at 100° C. for 3 hours and then cooled to room temperature. The resulting mixture was diluted with H2O and extracted with EtOAc (2×). The organic layers were combined and concentrated in vacuo to a brown solid. The solid was purified by flash chromatography (SiO2, 10... Isolated yield 40.6%. As a reaction SMILES: [OH:1][C:2]1[CH:7]=[CH:6][NH:5][C:4](=[O:8])[CH:3]=1.[CH2:9]([C:12]1[CH:13]=[N:14][C:15]([N:18]2[CH2:23][CH2:22][CH:21](CS([O-])(=O)=O)[CH2:20][CH2:19]2)=[N:16][CH:17]=1)[CH2:10][CH3:11].C(=O)([O-])[O-].[K+].[K+].CS(C)=O>O>[CH2:9]([C:12]1[CH:13]=[N:14][C:15]([N:18]2[CH2:23][CH2:22][CH:21]([O:1][C:2]3[CH:7]=[CH:6][NH:5][C:4](=[O:8])[CH:3]=3)[CH2:20][CH2:19]2)=[N:16][CH:17]=1)[CH2:10][CH3:11] |f:2.3.4|. The reactants are OC1=CC(NC=C1)=O (4-hydroxypyridin-2(1H)-one), C(CC)C=1C=NC(=NC1)N1CCC(CC1)CS(=O)(=O)[O-] (1-(5-propylpyrimidin-2-yl)piperidin-4-ylmethanesulfonate), C([O-])([O-])=O.[K+].[K+] (potassium carbonate), CS(=O)C (DMSO). Run at temperature 100 celsius. Reactants: C(C1=CC=CC=C1)(C1=CC=CC=C1)N1C[C@@H](N(CC1)CC(=O)OC(C)(C)C)C ((S)-tert-butyl 2-(4-benzhydryl-2-methylpiperazin-1-yl)acetate), Cl (HCl). Run in O1CCOCC1 (1,4-dioxane). Product: Cl.Cl.C(C1=CC=CC=C1)(C1=CC=CC=C1)N1C[C@@H](N(CC1)CC(=O)O)C ((S)-2-(4-benzhydryl-2-methylpiperazin-1-yl)acetic acid dihydrochloride). Reaction SMILES: [CH:1]([N:14]1[CH2:19][CH2:18][N:17]([CH2:20][C:21]([O:23]C(C)(C)C)=[O:22])[C@@H:16]([CH3:28])[CH2:15]1)([C:8]1[CH:13]=[CH:12][CH:11]=[CH:10][CH:9]=1)[C:2]1[CH:7]=[CH:6][CH:5]=[CH:4][CH:3]=1.[ClH:29]>O1CCOCC1>[ClH:29].[ClH:29].[CH:1]([N:14]1[CH2:19][CH2:18][N:17]([CH2:20][C:21]([OH:23])=[O:22])[C@@H:16]([CH3:28])[CH2:15]1)([C:2]1[CH:7]=[CH:6][CH:5]=[CH:4][CH:3]=1)[C:8]1[CH:9]=[CH:10][CH:11]=[CH:12][CH:13]=1 |f:3.4.5|. Procedure details: A solution of (S)-tert-butyl 2-(4-benzhydryl-2-methylpiperazin-1-yl)acetate (340 mg, 894 μmol) in 3 mL of 1,4-dioxane and 1 mL of concentrated HCl solution (37%) was stirred at rt overnight. The solvent was evaporated to dryness and the residue was crashed out of ether to give (S)-2-(4-benzhydryl-2-methylpiperazin-1-yl)acetic acid dihydrochloride as a white solid. MS (ESI, pos. ion) m/z: 325 (M+1).